From a dataset of the Open Reaction Database (ORD), a public repository of structured organic reaction records. describe an organic reaction: reactants, conditions, products, and yield The reactants are C([O-])(O)=O.[Na+] (sodium bicarbonate), OO (hydrogen peroxide), COC(C(CCCC(C[C@H]1[C@H](C[C@H]([C@@H]1\C=C\[C@H](CCCCC)OC1OCCCC1)OC1OCCCC1)O)=O)[Se]C1=CC=CC=C1)=O ((13E)-(9α,11α,15S)-2-phenylseleno-6-oxo-9-hydroxy-11,15-bis(tetrahydropyran-2-yloxy)prost-13-enoic acid methyl ester). The solvent is C(C)(=O)OCC (ethyl acetate), O1CCCC1 (tetrahydrofuran), C(C)(=O)OCC (ethyl acetate). Run at time 30 minute. Yields the product COC(\C=C\CCC(C[C@H]1[C@H](C[C@H]([C@@H]1\C=C\[C@H](CCCCC)OC1OCCCC1)OC1OCCCC1)O)=O)=O ((2E,13E)-(9α,11α,15S)-6-Oxo-9-hydroxy-11,15-bis(tetrahydropyran-2-yloxy)-prosta-2,13-dienoic acid methyl ester). Isolated yield 84.0%. Reaction SMILES: [CH3:1][O:2][C:3](=[O:46])[CH:4]([Se]C1C=CC=CC=1)[CH2:5][CH2:6][CH2:7][C:8](=[O:38])[CH2:9][C@@H:10]1[C@@H:14](/[CH:15]=[CH:16]/[C@@H:17]([O:23][CH:24]2[CH2:29][CH2:28][CH2:27][CH2:26][O:25]2)[CH2:18][CH2:19][CH2:20][CH2:21][CH3:22])[C@H:13]([O:30][CH:31]2[CH2:36][CH2:35][CH2:34][CH2:33][O:32]2)[CH2:12][C@@H:11]1[OH:37].C(=O)(O)[O-].[Na+].OO>C(OCC)(=O)C.O1CCCC1>[CH3:1][O:2][C:3](=[O:46])/[CH:4]=[CH:5]/[CH2:6][CH2:7][C:8](=[O:38])[CH2:9][C@@H:10]1[C@@H:14](/[CH:15]=[CH:16]/[C@@H:17]([O:23][CH:24]2[CH2:29][CH2:28][CH2:27][CH2:26][O:25]2)[CH2:18][CH2:19][CH2:20][CH2:21][CH3:22])[C@H:13]([O:30][CH:31]2[CH2:36][CH2:35][CH2:34][CH2:33][O:32]2)[CH2:12][C@@H:11]1[OH:37] |f:1.2|. Reported procedure: To a solution of 2.333 g of (13E)-(9α,11α,15S)-2-phenylseleno-6-oxo-9-hydroxy-11,15-bis(tetrahydropyran-2-yloxy)prost-13-enoic acid methyl ester [prepared as described in Reference Example 8(h)] in a mixture of 22 ml of ethyl acetate and 11 ml of tetrahydrofuran were added 733 mg of sodium bicarbonate and 1 ml of 30% (v/v) hydrogen peroxide at 34° C. and the mixture was stirred at that temperature for 30 minutes. The reaction mixture was then diluted with ethyl acetate, washed with water, an aqu... The reactants are CCO, CC(=O)O, [K+], CC(C(N)=O)c1ccc2c(c1)Oc1ncccc1CC2=O, [OH-], O. The product is CC(C(=O)O)c1ccc2c(c1)Oc1ncccc1CC2=O. Reaction SMILES: [CH3:25][CH2:26][OH:27].[CH3:28][C:29](=[O:30])[OH:31].[K+:23].[O:1]=[C:2]1[c:3]2[c:4]([cH:13][c:14]([CH:17]([C:18](=[O:19])[NH2:20])[CH3:21])[cH:15][cH:16]2)[O:5][c:6]2[c:7]([cH:9][cH:10][cH:11][n:12]2)[CH2:8]1.[OH-:22].[OH2:24]>>[O:1]=[C:2]1[c:3]2[c:4]([cH:13][c:14]([CH:17]([C:18](=[O:19])[OH:27])[CH3:21])[cH:15][cH:16]2)[O:5][c:6]2[c:7]([cH:9][cH:10][cH:11][n:12]2)[CH2:8]1. The reactants are C(C1=CC=CC=C1)N1CCN2C1=C(C(=C(C2=O)C)NC2=C(C=C(C=C2)I)F)NS(=O)(=O)C2CC2 (cyclopropanesulfonic acid [1-benzyl-7-(2-fluoro-4-iodo-phenylamino)-6-methyl-5-oxo-1,2,3,5-tetrahydro-imidazo[1,2-a]pyridin-8-yl]-amide). Solvent: C(Cl)Cl (DCM). Product: FC1=C(C=CC(=C1)I)NC=1C(=C2N(C(C1C)=O)CCN2)NS(=O)(=O)C2CC2 (Cyclopropanesulfonic acid [7-(2-fluoro-4-iodo-phenylamino)-6-methyl-5-oxo-1,2,3,5-tetrahydro-imidazo[1,2-a]pyridin-8-yl]-amide). The yield is 5.9%. As a reaction SMILES: C([N:8]1[C:12]2=[C:13]([NH:28][S:29]([CH:32]3[CH2:34][CH2:33]3)(=[O:31])=[O:30])[C:14]([NH:19][C:20]3[CH:25]=[CH:24][C:23]([I:26])=[CH:22][C:21]=3[F:27])=[C:15]([CH3:18])[C:16](=[O:17])[N:11]2[CH2:10][CH2:9]1)C1C=CC=CC=1>C(Cl)Cl>[F:27][C:21]1[CH:22]=[C:23]([I:26])[CH:24]=[CH:25][C:20]=1[NH:19][C:14]1[C:13]([NH:28][S:29]([CH:32]2[CH2:33][CH2:34]2)(=[O:31])=[O:30])=[C:12]2[NH:8][CH2:9][CH2:10][N:11]2[C:16](=[O:17])[C:15]=1[CH3:18]. Procedure: Following the procedure set forth for the preparation of Example 2A, cyclopropanesulfonic acid [1-benzyl-7-(2-fluoro-4-iodo-phenylamino)-6-methyl-5-oxo-1,2,3,5-tetrahydro-imidazo[1,2-a]pyridin-8-yl]-amide (40 mg, 0.0001 mol) in DCM (3 mL) was reacted with borontribromide (0.025 g, 0.0001 mol) to afford the crude product. Purification by column chromatography on silica gel (4% methanol in CHCl3) afforded 3 mg of the product (9.09% yield). Reactants: CC1=C(C)C(=O)C(CCC(C)(O)C(=O)NCCN(C)C)=C(C)C1=O, CS(=O)(=O)O, ClCCl. Yields the product CC1=C(C)C(=O)C(CCC(C)(O)C(=O)NCCN(C)C)=C(C)C1=O, CS(=O)(=O)O. As a reaction SMILES: [CH3:1][N:2]([CH2:3][CH2:4][NH:5][C:6]([C:7]([CH2:8][CH2:9][C:10]1=[C:11]([CH3:20])[C:12](=[O:19])[C:13]([CH3:18])=[C:14]([CH3:17])[C:15]1=[O:16])([CH3:21])[OH:22])=[O:23])[CH3:24].[CH3:25][S:26]([OH:27])(=[O:28])=[O:29].[Cl:30][CH2:31][Cl:32]>>[CH3:1][N:2]([CH2:3][CH2:4][NH:5][C:6]([C:7]([CH2:8][CH2:9][C:10]1=[C:11]([CH3:20])[C:12](=[O:19])[C:13]([CH3:18])=[C:14]([CH3:17])[C:15]1=[O:16])([CH3:21])[OH:22])=[O:23])[CH3:24].[CH3:25][S:26](=[O:27])(=[O:28])[OH:29]. Reactants: C(C(=C)CC(=O)O)(=O)O (itaconic acid), C(C=C)(=O)NC(CS(=O)(=O)O)(C)C (2-acrylamido-2-methylpropane sulfonic acid), C1(\C=C/C(=O)O1)=O (maleic anhydride). Run in O (water). Run at temperature 60 celsius, time 4 hour. Product: C(C(=C)CC(=O)O)(=O)O (itaconic acid), C(C=C)(=O)NC(CS(=O)(=O)O)(C)C (2-acrylamido-2-methylpropane sulfonic acid), C(\C=C/C(=O)O)(=O)O (maleic acid). Reaction SMILES: [C:1]([OH:9])(=[O:8])[C:2]([CH2:4][C:5]([OH:7])=[O:6])=[CH2:3].[C:10]([NH:14][C:15]([CH3:22])([CH3:21])[CH2:16][S:17]([OH:20])(=[O:19])=[O:18])(=[O:13])[CH:11]=[CH2:12].C1(=O)OC(=O)C=C1>O>[C:1]([OH:9])(=[O:8])[C:2]([CH2:4][C:5]([OH:7])=[O:6])=[CH2:3].[C:10]([NH:14][C:15]([CH3:22])([CH3:21])[CH2:16][S:17]([OH:20])(=[O:18])=[O:19])(=[O:13])[CH:11]=[CH2:12].[C:1]([OH:9])(=[O:8])/[CH:2]=[CH:4]\[C:5]([OH:7])=[O:6]. Procedure: A terpolymer set retarding additive of the present invention was prepared as follows. 3.4 grams of itaconic acid, 16.6 grams of 2-acrylamido-2-methylpropane sulfonic acid and 1 gram of maleic anhydride were dissolved in 60 grams of deionized water. The solution was deaerated with nitrogen and placed in a water bath maintained at 60° C. The nitrogen was bubbled through the solution (reaction mixture) for at least 30 minutes followed by the addition to the reaction mixture of 0.4 gram of sodium pe...